From a dataset of the Open Reaction Database (ORD), a public repository of structured organic reaction records. describe an organic reaction: reactants, conditions, products, and yield The solvent is CC#N  (MeCN), C(CCl)Cl (DCE). Reaction conditions: temperature 25 celsius, time 18 hour. The reactants are c1(ccccc1)I=O, c12c([C@H]([C@H]3N4C[C@@H]([C@H](C3)CC4)CC)O)ccnc1ccc(c2)OC. The product is CC[C@H]1CN2CC[C@H]1C[C@H]2[C@H](O)c3cc(O)nc4ccc(OC)cc34. As a reaction SMILES: [CH3:1][CH2:2][C@@H:3]1[C@H:8]([CH2:9][C@@H:10]([C@@H:11]([c:13]2[c:24]([c:17]3[n:16][cH:15][cH:14]2)[cH:23][c:20]([O:21][CH3:22])[cH:19][cH:18]3)[OH:12])[N:5]4[CH2:4]1)[CH2:7][CH2:6]4.[O:25]=Ic1ccccc1>>[CH3:1][CH2:2][C@@H:3]1[C@H:8]([CH2:9][C@@H:10]([C@@H:11]([c:13]2[c:24]([c:17]3[n:16][c:15]([OH:25])[cH:14]2)[cH:23][c:20]([O:21][CH3:22])[cH:19][cH:18]3)[OH:12])[N:5]4[CH2:4]1)[CH2:7][CH2:6]4. Reagents/catalysts: c1ccc(cc1)-c2c3ccccc3cc4ccccc24 (9-Phenylanthracene), c12ccc3n1[Co]n1c(c(c4nc(C=C4)c3c3c(cccc3Cl)Cl)c3c(cccc3Cl)Cl)ccc1c(c1C=Cc(n1)c2c1c(cccc1Cl)Cl)c1c(cccc1Cl)Cl (Co[TDClPP]).